This data is from the Open Reaction Database (ORD), a public repository of structured organic reaction records. The task is: describe an organic reaction: reactants, conditions, products, and yield Starting materials: ClC1=C(C(=CC=C1)C)CC#N (2-chloro-6-methylphenylacetonitrile), NC1=NC(=NC=C1C=O)C (4-amino-2-methylpyrimidine-5-carboxaldehyde). Product: ClC1=C(C(=CC=C1)C)C1=CC2=C(N=C(N=C2)C)N=C1N (6-(2-chloro-6-methylphenyl)-2-methylpyrido[2,3-d]-pyrimidin-7-amine). As a reaction SMILES: [Cl:1][C:2]1[CH:7]=[CH:6][CH:5]=[C:4]([CH3:8])[C:3]=1[CH2:9][C:10]#[N:11].[NH2:12][C:13]1[C:18]([CH:19]=O)=[CH:17][N:16]=[C:15]([CH3:21])[N:14]=1>>[Cl:1][C:2]1[CH:7]=[CH:6][CH:5]=[C:4]([CH3:8])[C:3]=1[C:9]1[C:10]([NH2:11])=[N:12][C:13]2[N:14]=[C:15]([CH3:21])[N:16]=[CH:17][C:18]=2[CH:19]=1. Procedure details: Following the procedure of Example 1, 2-chloro-6-methylphenylacetonitrile is condensed with 4-amino-2-methylpyrimidine-5-carboxaldehyde to give 6-(2-chloro-6-methylphenyl)-2-methylpyrido[2,3-d]-pyrimidin-7-amine, mp 267°-271° C., after recrystallization from isopropanol. Reactants: CS(=O)(=O)C=1C=C(C(=O)O)C=CC1 (3-methylsulfonylbenzoic acid), [N+](=O)(O)[O-] (nitric acid), C([O-])(O)=O.[Na+] (sodium bicarbonate). Solvent: OS(=O)(=O)O.O=S(=O)=O (oleum). Run at time 4 day. Yields the product CS(=O)(=O)C=1C=C(C(=O)O)C=C(C1)[N+](=O)[O-] (3-Methylsulfonyl-5-nitrobenzoic acid). Reaction SMILES: [CH3:1][S:2]([C:5]1[CH:6]=[C:7]([CH:11]=[CH:12][CH:13]=1)[C:8]([OH:10])=[O:9])(=[O:4])=[O:3].[N+:14]([O-])([OH:16])=[O:15].C(=O)(O)[O-].[Na+]>OS(O)(=O)=O.O=S(=O)=O>[CH3:1][S:2]([C:5]1[CH:6]=[C:7]([CH:11]=[C:12]([N+:14]([O-:16])=[O:15])[CH:13]=1)[C:8]([OH:10])=[O:9])(=[O:3])=[O:4] |f:2.3,4.5|. Reported procedure: A solution of 3-methylsulfonylbenzoic acid (16.3 g) in 20% oleum (100 ml) was cooled (ice-bath) and fuming nitric acid (>90%; 90 ml) was added dropwise. The resulting mixture was stirred for 4 days at room temperature and was then poured onto crushed ice. The acids were partially neutralised by addition of solid sodium bicarbonate (to ˜pH2). The solid precipitate was filtered off and dried to give, as a pale beige solid D11 (15.6 g). Starting materials: FC=1C=CC(=C(C1)O)[N+](=O)[O-] (5-fluoro-2-nitrophenol), O (water), [H-].[Na+] (sodium hydride), CI (methyl iodide). Run in CN(C=O)C (dimethylformamide), CCCCCC (hexane), C(C)(=O)OCC (ethyl acetate), CN(C=O)C (dimethylformamide). Reaction conditions: time 1 hour. Product: FC1=CC(=C(C=C1)[N+](=O)[O-])OC (4-Fluoro-2-methoxynitrobenzene). As a reaction SMILES: [H-].[Na+].[F:3][C:4]1[CH:5]=[CH:6][C:7]([N+:11]([O-:13])=[O:12])=[C:8]([OH:10])[CH:9]=1.[CH3:14]I.O>CN(C)C=O.C(OCC)(=O)C.CCCCCC>[F:3][C:4]1[CH:5]=[CH:6][C:7]([N+:11]([O-:13])=[O:12])=[C:8]([O:10][CH3:14])[CH:9]=1 |f:0.1|. Procedure details: To a suspension of sodium hydride (1.3 g) in dimethylformamide (10 ml) was added a solution of 5-fluoro-2-nitrophenol (5.0 g) in dimethylformamide (20 ml)under ice-cooling. This reaction mixture was stirred at room temperature for 1 hr. To this solution was added methyl iodide (2.0 ml) and the mixture was left standing overnight. The reaction mixture was poured into water and extracted with ethyl acetate. The extract was washed with an aqueous sodium hydroxide solution and saturated brine, and d... The reactants are Cl.N[C@H]1CC[C@H](CC1)NC(=O)C1=C(NC=2C1=NC=CC2C2=C(C=CC(=C2)F)OCC2CC2)C (N-(cis-4-aminocyclohexyl)-7-[2-(cyclopropylmethoxy)-5-fluorophenyl]-2-methyl-1H-pyrrolo[3,2-b]pyridine-3-carboxamide hydrochloride), C(C)(=O)Cl (acetyl chloride). Yields the product C(C)(=O)N[C@H]1CC[C@H](CC1)NC(=O)C1=C(NC=2C1=NC=CC2C2=C(C=CC(=C2)F)OCC2CC2)C (N-[cis-4-(Acetylamino)cyclohexyl]-7-[2-(cyclopropylmethoxy)-5-fluorophenyl]-2-methyl-1H-pyrrolo[3,2-b]pyridine-3-carboxamide). RXN SMILES: Cl.[NH2:2][C@@H:3]1[CH2:8][CH2:7][C@H:6]([NH:9][C:10]([C:12]2[C:16]3=[N:17][CH:18]=[CH:19][C:20]([C:21]4[CH:26]=[C:25]([F:27])[CH:24]=[CH:23][C:22]=4[O:28][CH2:29][CH:30]4[CH2:32][CH2:31]4)=[C:15]3[NH:14][C:13]=2[CH3:33])=[O:11])[CH2:5][CH2:4]1.[C:34](Cl)(=[O:36])[CH3:35]>>[C:34]([NH:2][C@@H:3]1[CH2:8][CH2:7][C@H:6]([NH:9][C:10]([C:12]2[C:16]3=[N:17][CH:18]=[CH:19][C:20]([C:21]4[CH:26]=[C:25]([F:27])[CH:24]=[CH:23][C:22]=4[O:28][CH2:29][CH:30]4[CH2:31][CH2:32]4)=[C:15]3[NH:14][C:13]=2[CH3:33])=[O:11])[CH2:5][CH2:4]1)(=[O:36])[CH3:35] |f:0.1|. Procedure details: Starting from N-(cis-4-aminocyclohexyl)-7-[2-(cyclopropylmethoxy)-5-fluorophenyl]-2-methyl-1H-pyrrolo[3,2-b]pyridine-3-carboxamide hydrochloride (example D.f9) and commercially acetyl chloride the title compound is obtained as colorless solid. The reactants are CNCC(O)C(O)C(O)C(O)CO, CN(C)C=O, O=C1C(CCC(O)c2ccc(F)cc2)C(c2ccc(OCCCCCCCCCCI)cc2)N1c1ccc(F)cc1. Yields the product CN(CCCCCCCCCCOc1ccc(C2C(CCC(O)c3ccc(F)cc3)C(=O)N2c2ccc(F)cc2)cc1)CC(O)C(O)C(O)C(O)CO. RXN SMILES: [CH3:42][NH:43][CH2:44][CH:45]([CH:46]([CH:47]([CH:48]([CH2:49][OH:50])[OH:51])[OH:52])[OH:53])[OH:54].[CH3:55][N:56]([CH3:57])[CH:58]=[O:59].[F:1][c:2]1[cH:3][cH:4][c:5]([N:8]2[C:9](=[O:41])[CH:10]([CH2:30][CH2:31][CH:32]([OH:33])[c:34]3[cH:35][cH:36][c:37]([F:40])[cH:38][cH:39]3)[CH:11]2[c:12]2[cH:13][cH:14][c:15]([O:18][CH2:19][CH2:20][CH2:21][CH2:22][CH2:23][CH2:24][CH2:25][CH2:26][CH2:27][CH2:28][I:29])[cH:16][cH:17]2)[cH:6][cH:7]1>>[F:1][c:2]1[cH:3][cH:4][c:5]([N:8]2[C:9](=[O:41])[CH:10]([CH2:30][CH2:31][CH:32]([OH:33])[c:34]3[cH:35][cH:36][c:37]([F:40])[cH:38][cH:39]3)[CH:11]2[c:12]2[cH:13][cH:14][c:15]([O:18][CH2:19][CH2:20][CH2:21][CH2:22][CH2:23][CH2:24][CH2:25][CH2:26][CH2:27][CH2:28][N:43]([CH3:42])[CH2:44][CH:45]([CH:46]([CH:47]([CH:48]([CH2:49][OH:50])[OH:51])[OH:52])[OH:53])[OH:54])[cH:16][cH:17]2)[cH:6][cH:7]1. The reactants are CCOC(=O)C(NC(C)=O)C(=O)OCC, COc1cccc([N+](=O)[O-])c1CBr, CCO, [Na], C1CCOC1. Product: CCOC(=O)C(Cc1c(OC)cccc1[N+](=O)[O-])(NC(C)=O)C(=O)OCC. RXN SMILES: [C:2]([CH3:3])(=[O:4])[NH:5][CH:6]([C:7](=[O:8])[O:9][CH2:10][CH3:11])[C:12](=[O:13])[O:14][CH2:15][CH3:16].[CH3:17][O:18][c:19]1[c:20]([CH2:21][Br:22])[c:23]([N+:27](=[O:28])[O-:29])[cH:24][cH:25][cH:26]1.[CH3:30][CH2:31][OH:32].[Na:1].[O:33]1[CH2:34][CH2:35][CH2:36][CH2:37]1>>[C:2]([CH3:3])(=[O:4])[NH:5][C:6]([C:7](=[O:8])[O:9][CH2:10][CH3:11])([C:12](=[O:13])[O:14][CH2:15][CH3:16])[CH2:21][c:20]1[c:19]([O:18][CH3:17])[cH:26][cH:25][cH:24][c:23]1[N+:27](=[O:28])[O-:29]. Starting materials: C(C)(=O)[O-].[Na+] (sodium acetate), C=1(O)C(O)=CC=CC1 (catechol), NC(=S)N (thiourea), C(C)(=O)[O-].[Na+] (sodium acetate). Reagents/catalysts: [Fe-3](C#N)(C#N)(C#N)(C#N)(C#N)C#N.[K+].[K+].[K+] (potassium ferricyanide). The solvent is Cl (HCl), O (water), O (water). Conditions: time 8 hour. The product is C(C)(=O)O.OC=1C=C(C=CC1O)SC(N)=N (S-(3,4-dihydroxyphenyl)isothiourea acetate). Yield: 107.6%. Reaction SMILES: [C:1]1([C:3](=[CH:5][CH:6]=[CH:7][CH:8]=1)[OH:4])[OH:2].[NH2:9][C:10]([NH2:12])=[S:11].[C:13]([O-:16])(=[O:15])[CH3:14].[Na+]>O.Cl.[Fe-3](C#N)(C#N)(C#N)(C#N)(C#N)C#N.[K+].[K+].[K+]>[C:13]([OH:16])(=[O:15])[CH3:14].[OH:2][C:1]1[CH:8]=[C:7]([S:11][C:10](=[NH:9])[NH2:12])[CH:6]=[CH:5][C:3]=1[OH:4] |f:2.3,6.7.8.9,10.11|. Procedure details: After 26.0 g of catechol was dissolved in 400 ml of water, 15.2 g of thiourea was added to the solution at room temperature to dissolve. A solution of 130 g of potassium ferricyanide and 200 g of sodium acetate in 600 ml of water was added to the solution at room temperature and, 200 g of sodium acetate was further added to the mixture. After stirring overnight at room temperature, the reaction mixture was dissolved in 1N-HCl aqueous solution and the insoluble materials were filtered off. To the...